Task: describe an organic reaction: reactants, conditions, products, and yield. Dataset: the Open Reaction Database (ORD), a public repository of structured organic reaction records Reactants: N1=NC(=NC=C1)N ([1,2,4]triazin-3-ylamine), C(O)([O-])=O.[Na+] (sodium hydrogencarbonate), COCCOC (1,2-dimethoxyethane), C(C)OC(CBr)OCC (bromoacetaldehyde diethyl acetal), C(O)([O-])=O.[Na+] (sodium hydrogencarbonate). Solvent: Br (hydrobromic acid), O (water). Reaction conditions: temperature 80 celsius, time 20 hour. The product is N=1N2C(N=CC1)=NC=C2 (Imidazo[1,2-b][1,2,4]triazine). Yield: 4.7%. Reaction SMILES: C(OC(O[CH2:8][CH3:9])CBr)C.COCCOC.C(=O)([O-])O.[Na+].[N:21]1[CH:26]=[CH:25][N:24]=[C:23]([NH2:27])[N:22]=1>Br.O>[N:21]1[N:22]2[CH:9]=[CH:8][N:27]=[C:23]2[N:24]=[CH:25][CH:26]=1 |f:2.3|. Reported procedure: A stirred mixture of bromoacetaldehyde diethyl acetal (8.88 ml, 57.24 mmol) in concentrated hydrobromic acid (1.7 ml) and water (1.7 ml) was heated at reflux for 20 min, then poured into 1,2-dimethoxyethane (12.5 ml). The solution was neutralised to pH 7 with solid sodium hydrogencarbonate, then filtered. To the filtrate was added [1,2,4]triazin-3-ylamine (5.00 g, 52.03 mmol) and neutralised again with solid sodium hydrogencarbonate. The mixture was stirred at 80° C. for 20 h. After allowing to ... Starting materials: O=C(O)c1ccc2[nH]cc(CCCCN3CCC(c4c[nH]c5ccc(F)cc45)CC3)c2c1, CO, Cl. Product: COC(=O)c1ccc2[nH]cc(CCCCN3CCC(c4c[nH]c5ccc(F)cc45)CC3)c2c1. RXN SMILES: [C:2](=[O:3])([OH:4])[c:5]1[cH:6][c:7]2[c:8]([CH2:14][CH2:15][CH2:16][CH2:17][N:18]3[CH2:19][CH2:20][CH:21]([c:24]4[cH:25][nH:26][c:27]5[cH:28][cH:29][c:30]([F:33])[cH:31][c:32]45)[CH2:22][CH2:23]3)[cH:9][nH:10][c:11]2[cH:12][cH:13]1.[CH3:34][OH:35].[ClH:1]>>[C:2]([O:3][CH3:34])(=[O:4])[c:5]1[cH:6][c:7]2[c:8]([CH2:14][CH2:15][CH2:16][CH2:17][N:18]3[CH2:19][CH2:20][CH:21]([c:24]4[cH:25][nH:26][c:27]5[cH:28][cH:29][c:30]([F:33])[cH:31][c:32]45)[CH2:22][CH2:23]3)[cH:9][nH:10][c:11]2[cH:12][cH:13]1. The reactants are CS(=O)(=O)C1=CC=C(C=C1)C1=CC=CC=2N1N=C(N2)N (5-(4-methanesulfonyl-phenyl)-[1,2,4]triazolo[1,5-a]pyridin-2-ylamine), BrC=1C=C(CN2CCOCC2)C=CC1 (4-(3-bromo-benzyl)-morpholine), C1(CCCCC1)P(C1=C(C=CC=C1)C1=C(C=CC=C1)P(C1CCCCC1)C1CCCCC1)C1CCCCC1 (2,2′-bis-dicyclohexylphosphanyl-biphenyl). The product is CS(=O)(=O)C1=CC=C(C=C1)C1=CC=CC=2N1N=C(N2)NC2=CC(=CC=C2)CN2CCOCC2 ([5-(4-Methanesulfonyl-phenyl)-[1,2,4]triazolo[1,5-a]pyridin-2-yl]-(3-morpholin-4-ylmethyl-phenyl)-amine), foam. The yield is 35.0%. Reaction SMILES: [CH3:1][S:2]([C:5]1[CH:10]=[CH:9][C:8]([C:11]2[N:16]3[N:17]=[C:18]([NH2:20])[N:19]=[C:15]3[CH:14]=[CH:13][CH:12]=2)=[CH:7][CH:6]=1)(=[O:4])=[O:3].Br[C:22]1[CH:23]=[C:24]([CH:32]=[CH:33][CH:34]=1)[CH2:25][N:26]1[CH2:31][CH2:30][O:29][CH2:28][CH2:27]1.C1(P(C2CCCCC2)C2C=CC=CC=2C2C=CC=CC=2P(C2CCCCC2)C2CCCCC2)CCCCC1>>[CH3:1][S:2]([C:5]1[CH:10]=[CH:9][C:8]([C:11]2[N:16]3[N:17]=[C:18]([NH:20][C:33]4[CH:34]=[CH:22][CH:23]=[C:24]([CH2:25][N:26]5[CH2:31][CH2:30][O:29][CH2:28][CH2:27]5)[CH:32]=4)[N:19]=[C:15]3[CH:14]=[CH:13][CH:12]=2)=[CH:7][CH:6]=1)(=[O:3])=[O:4]. Procedure details: [5-(4-Methanesulfonyl-phenyl)-[1,2,4]triazolo[1,5-a]pyridin-2-yl]-(3-morpholin-4-ylmethyl-phenyl)-amine was prepared from 5-(4-methanesulfonyl-phenyl)-[1,2,4]triazolo[1,5-a]pyridin-2-ylamine (75.0 mg, 0.260 mmol) and 4-(3-bromo-benzyl)-morpholine (75.0 mg, 0.293 mmol) with 2,2′-bis-dicyclohexylphosphanyl-biphenyl (29.0 mg, 0.0530 mmol) as the ligand in a manner analogous to Example 2d. Product isolated as yellow foam (0.042 g, 35%). 1H NMR (400 MHz, CDCl3, δ, ppm): 8.27 (d, J=8.5 Hz, 2H), 8.14 (...